From a dataset of the Open Reaction Database (ORD), a public repository of structured organic reaction records. describe an organic reaction: reactants, conditions, products, and yield The reactants are O=C([O-])[O-], C#CCCl, [K+], [K+], Cc1cccc2nc(Cn3cnc4c(N)ncnc43)n(-c3ccccc3O)c(=O)c12, CN(C)C=O, O. Product: C#CCOc1ccccc1-n1c(Cn2cnc3c(N)ncnc32)nc2cccc(C)c2c1=O. RXN SMILES: [C:35](=[O:36])([O-:37])[O-:38].[CH2:31]([C:32]#[CH:33])[Cl:34].[K+:39].[K+:40].[NH2:1][c:2]1[c:3]2[n:4][cH:5][n:6]([CH2:11][c:12]3[n:13][c:14]4[cH:15][cH:16][cH:17][c:18]([CH3:30])[c:19]4[c:20](=[O:29])[n:21]3-[c:22]3[c:23]([OH:28])[cH:24][cH:25][cH:26][cH:27]3)[c:7]2[n:8][cH:9][n:10]1.[O:42]=[CH:43][N:44]([CH3:45])[CH3:46].[OH2:41]>>[NH2:1][c:2]1[c:3]2[n:4][cH:5][n:6]([CH2:11][c:12]3[n:13][c:14]4[cH:15][cH:16][cH:17][c:18]([CH3:30])[c:19]4[c:20](=[O:29])[n:21]3-[c:22]3[c:23]([O:28][CH2:33][C:32]#[CH:31])[cH:24][cH:25][cH:26][cH:27]3)[c:7]2[n:8][cH:9][n:10]1. Starting materials: COC=1C=C(C=CC1OC)C(=CC(=O)OC)C1=CC(=C(C=C1)OC)OC (methyl 3,3-bis-(3,4-dimethoxyphenyl)acrylate), C(C)OP(OCC)(=O)CC#N (diethylcyanomethylphosphonate), C[Si]([N-][Si](C)(C)C)(C)C.[Li+] (lithium hexamethyldisilazide), COC=1C=C(C(=O)C2=CC(=CC(=C2)OC)OC)C=CC1OC (3,4,3',5'-tetramethoxybenzophenone). Product: COC=1C=C(C=CC1OC)C(=CC#N)C1=CC(=CC(=C1)OC)OC (3-(3,4-Dimethoxyphenyl)-3-(3',5'-dimethoxyphenyl)acrylonitrile), mixture. The yield is 81.0%. RXN SMILES: COC1C=C(C(C2C=CC(OC)=C(OC)C=2)=CC(OC)=O)C=CC=1OC.[CH3:27][O:28][C:29]1[CH:30]=[C:31]([CH:44]=[CH:45][C:46]=1[O:47][CH3:48])[C:32]([C:34]1[CH:39]=[C:38]([O:40][CH3:41])[CH:37]=[C:36]([O:42][CH3:43])[CH:35]=1)=O.C(OP([CH2:57][C:58]#[N:59])(=O)OCC)C.C[Si](C)(C)[N-][Si](C)(C)C.[Li+]>>[CH3:27][O:28][C:29]1[CH:30]=[C:31]([C:32]([C:34]2[CH:39]=[C:38]([O:40][CH3:41])[CH:37]=[C:36]([O:42][CH3:43])[CH:35]=2)=[CH:57][C:58]#[N:59])[CH:44]=[CH:45][C:46]=1[O:47][CH3:48] |f:3.4|. Reported procedure: 3-(3,4-Dimethoxyphenyl)-3-(3',5'-dimethoxyphenyl)acrylonitrile was prepared analogously to methyl 3,3-bis-(3,4-dimethoxyphenyl)acrylate using 3,4,3',5'-tetramethoxybenzophenone (0.7 g, 2.3 mmol), diethylcyanomethylphosphonate (0.42 mL, 2.5 mmol) and lithium hexamethyldisilazide (1.9 mL, 2.5 mmol, 1.3M) with a reaction time of 60 hours at room temperature. The crude product was purified by flash chromatography (silica gel, 1% ethyl acetate/methylene chloride) to afford 0.66 g (81%) of a mixture o... The reactants are O=C([O-])O, CCOC(=O)c1ncc(CC)[nH]1, ClC(Cl)Cl, O=C1CCC(=O)N1Cl, [Na+]. Yields the product CCOC(=O)c1nc(Cl)c(CC)[nH]1. RXN SMILES: [C:21](=[O:22])([OH:23])[O-:24].[CH2:9]([CH3:10])[c:11]1[cH:12][n:13][c:14]([C:16](=[O:17])[O:18][CH2:19][CH3:20])[nH:15]1.[CH:26]([Cl:27])([Cl:28])[Cl:29].[Cl:1][N:2]1[C:3](=[O:4])[CH2:5][CH2:6][C:7]1=[O:8].[Na+:25]>>[Cl:1][c:12]1[c:11]([CH2:9][CH3:10])[nH:15][c:14]([C:16](=[O:17])[O:18][CH2:19][CH3:20])[n:13]1. Starting materials: CC1=C(C=CC(=C1)C)O (2,4-dimethylphenol), BrCC(=O)C1=CC=CC=C1 (α-bromoacetophenone). The product is CC=1C=C(C2=C(C(=CO2)C2=CC=CC=C2)C1)C (5,7-dimethyl-3-phenylbenzofuran). RXN SMILES: [CH3:1][C:2]1[CH:7]=[C:6]([CH3:8])[CH:5]=[CH:4][C:3]=1[OH:9].Br[CH2:11][C:12]([C:14]1[CH:19]=[CH:18][CH:17]=[CH:16][CH:15]=1)=O>>[CH3:8][C:6]1[CH:7]=[C:2]([CH3:1])[C:3]2[O:9][CH:11]=[C:12]([C:14]3[CH:19]=[CH:18][CH:17]=[CH:16][CH:15]=3)[C:4]=2[CH:5]=1. Reported procedure: Using the method of Example 17 and starting with 2,4-dimethylphenol and α-bromoacetophenone and cyclizing at 50°-60° C., 5,7-dimethyl-3-phenylbenzofuran is obtained. Starting materials: ClC=1C=C2C=C(NC2=CC1Cl)C1=CC=C(C(=O)OC)C=C1 (methyl 4-(5,6-dichloro-1H-indol-2-yl)benzoate), [OH-].[K+] (KOH). Run in CCO (EtOH), O (water), C(C)O (ethanol). The product is ClC=1C=C2C=C(NC2=CC1Cl)C1=CC=C(C(=O)O)C=C1 (4-(5,6-Dichloro-1H-indol-2-yl)benzoic acid). The yield is 66.7%. RXN SMILES: [Cl:1][C:2]1[CH:3]=[C:4]2[C:8](=[CH:9][C:10]=1[Cl:11])[NH:7][C:6]([C:12]1[CH:21]=[CH:20][C:15]([C:16]([O:18]C)=[O:17])=[CH:14][CH:13]=1)=[CH:5]2.[OH-].[K+]>CCO.O>[Cl:1][C:2]1[CH:3]=[C:4]2[C:8](=[CH:9][C:10]=1[Cl:11])[NH:7][C:6]([C:12]1[CH:13]=[CH:14][C:15]([C:16]([OH:18])=[O:17])=[CH:20][CH:21]=1)=[CH:5]2 |f:1.2|. Reported procedure: A solution of methyl 4-(5,6-dichloro-1H-indol-2-yl)benzoate (0.86 g, 2.7 mmol) and KOH (0.36 g, 6.4 mmol) in a mixture of EtOH (15 ml) and water (15 ml) was refluxed for 3 h. After concentration of the ethanol, the solution was acidified and extracted with ethyl acetate. The organic phase was washed with water, dried over MgSO4 and concentrated in vacuo to afford 0.58 g (1.8 mmol, yield 70%) of the acid used without further purification. The reactants are C(\C=C\C(=O)OCC)(=O)OCC (diethyl fumarate), C(C)(=O)OC(C)=O (acetic anhydride), S (hydrogen sulfide), alkene-1,2-dicarboxylic acid, ester. Product: diethyl ester, C(C)(=O)S=C(CCC(=O)O)O (S-acetylthiosuccinic acid). Reaction SMILES: [C:1]([O:10]CC)(=[O:9])/[CH:2]=[CH:3]/[C:4]([O:6]CC)=O.[C:13]([O:16]C(=O)C)(=O)[CH3:14].[SH2:20]>>[C:13]([SH:20]=[C:4]([OH:6])[CH2:3][CH2:2][C:1]([OH:10])=[O:9])(=[O:16])[CH3:14]. Procedure: When the alkene-1,2-dicarboxylic acid compound starting material is an ester, such as diethyl fumarate, the addition of acetic anhydride and hydrogen sulfide proceeds to give the diethyl ester of S-acetylthiosuccinic acid, which on selective deacetylation, suitably by means of aqueous alcoholic ammonia, gives diethyl thiomalate according to this invention, as illustrated in SCHEME 2 below. As a reaction SMILES: [CH3:25][CH2:26][CH2:27][CH2:28][CH2:29][CH3:30].[Cl:22][CH2:23][Cl:24].[NH2:1][c:2]1[n:3][c:4]2[cH:5][cH:6][c:7]([F:13])[cH:8][c:9]2[c:10]([OH:12])[cH:11]1.[Na+:15].[OH-:14].[P:31]([Br:32])([Br:33])[Br:34].[cH:16]1[cH:17][cH:18][cH:19][cH:20][cH:21]1>>[NH2:1][c:2]1[n:3][c:4]2[cH:5][cH:6][c:7]([F:13])[cH:8][c:9]2[c:10]([Br:32])[cH:11]1. Reactants: CCCCCC, ClCCl, Nc1cc(O)c2cc(F)ccc2n1, [Na+], [OH-], BrP(Br)Br, c1ccccc1. Yields the product Nc1cc(Br)c2cc(F)ccc2n1.